From a dataset of the Open Reaction Database (ORD), a public repository of structured organic reaction records. describe an organic reaction: reactants, conditions, products, and yield Reactants: ICCCCCC (1-iodohexane), CC1(C=2C=CC(=CC2C(CC1)(C)C)CC#CC1=CC=C(C(=O)O)C=C1)C (4-[3-(5,6,7,8-tetrahydro-5,5,8,8-tetramethyl-2-naphthyl)-1-propynyl]benzoic acid), CN(C)C=O (DMF), C([O-])(O)=O.[Na+] (sodium bicarbonate). The reagents and catalysts are C1COCCOCCOCCOCCO1 (15-crown-5). The solvent is O (water). Conditions: time 24 hour. Product: CC1(C=2C=CC(=CC2C(CC1)(C)C)CC#CC1=CC=C(C(=O)OCCCCCC)C=C1)C (Hexyl 4-[3-(5,6,7,8-tetrahydro-5,5,8,8-tetramethyl-2-naphthyl)-1-propynyl]benzoate). Reaction SMILES: [CH3:1][C:2]1([CH3:26])[CH2:11][CH2:10][C:9]([CH3:13])([CH3:12])[C:8]2[CH:7]=[C:6]([CH2:14][C:15]#[C:16][C:17]3[CH:25]=[CH:24][C:20]([C:21]([OH:23])=[O:22])=[CH:19][CH:18]=3)[CH:5]=[CH:4][C:3]1=2.CN(C=O)C.C(=O)(O)[O-].[Na+].I[CH2:38][CH2:39][CH2:40][CH2:41][CH2:42][CH3:43]>C1OCCOCCOCCOCCOC1.O>[CH3:1][C:2]1([CH3:26])[CH2:11][CH2:10][C:9]([CH3:12])([CH3:13])[C:8]2[CH:7]=[C:6]([CH2:14][C:15]#[C:16][C:17]3[CH:25]=[CH:24][C:20]([C:21]([O:23][CH2:38][CH2:39][CH2:40][CH2:41][CH2:42][CH3:43])=[O:22])=[CH:19][CH:18]=3)[CH:5]=[CH:4][C:3]1=2 |f:2.3|. Procedure: 2 g (5.8 mmol) of 4-[3-(5,6,7,8-tetrahydro-5,5,8,8-tetramethyl-2-naphthyl)-1-propynyl]benzoic acid, 30 ml of DMF, 2 drops of 15-crown-5 and 2 g (23.8 mmol) of sodium bicarbonate are introduced into a round-bottomed flask. 3.1 ml (20.8 mmol) of 1-iodohexane are added and the mixture is stirred at room temperature for 24 hours. The reaction medium is poured into water and extracted with ethyl acetate and the organic phase is separated out after settling has taken place, washed with water, dried ov...